From a dataset of the Open Reaction Database (ORD), a public repository of structured organic reaction records. describe an organic reaction: reactants, conditions, products, and yield Starting materials: methanolic solution, ClC=1C=CC2=C(C(=NC(C(N2)=O)O)C2=C(C=CC=C2)Cl)C1 (7-chloro-3-hydroxy-5-(2'-chlorophenyl)-1,3-dihydro-2H-1,4-benzodiazepine-2-one). The reagents and catalysts are CC[N+](CC)(CC)CC1=CC=CC=C1.[Cl-] (Teba). The solvent is C(C=C)#N (acrylonitrile). Conditions: time 24 hour. Product: C(#N)CCN1C(C(N=C(C2=C1C=CC(=C2)Cl)C2=C(C=CC=C2)Cl)O)=O (1-(2-Cyanoethyl)-7-chloro-3-hydroxy-5-(2'-chlorophenyl)-1,3-dihydro-2H-1,4-benzodiazepine-2-one). RXN SMILES: [Cl:1][C:2]1[CH:3]=[CH:4][C:5]2[NH:11][C:10](=[O:12])[CH:9]([OH:13])[N:8]=[C:7]([C:14]3[CH:19]=[CH:18][CH:17]=[CH:16][C:15]=3[Cl:20])[C:6]=2[CH:21]=1>CC[N+](CC1C=CC=CC=1)(CC)CC.[Cl-].C(#N)C=C>[C:7]([CH2:6][CH2:5][N:11]1[C:5]2[CH:4]=[CH:3][C:2]([Cl:1])=[CH:21][C:6]=2[C:7]([C:14]2[CH:19]=[CH:18][CH:17]=[CH:16][C:15]=2[Cl:20])=[N:8][CH:9]([OH:13])[C:10]1=[O:12])#[N:8] |f:1.2|. Procedure details: 1 g of Teba and 8 drops of a 40% methanolic solution of Triton B were added to a suspension of 10 g of 7-chloro-3-hydroxy-5-(2'-chlorophenyl)-1,3-dihydro-2H-1,4-benzodiazepine-2-one ("Lorazepam") in 50 ml of acrylonitrile and the mixture was stirred for 24 hours at room temperature. Then the reaction mixture was cooled to 4° C., the precipitate was filtered and recrystallized from ethyl acetate. 1-(2-Cyanoethyl)-7-chloro-3-hydroxy-5-(2'-chlorophenyl)-1,3-dihydro-2H-1,4-benzodiazepine-2-one, m.p.... The reactants are 4A, C(C)C1=CC=C(C=C1)B(O)O ((4-ethylphenyl)boronic acid), O=S1(N=C2N(CC1)CCC[C@H]2C2=CC=C(C=C2)O)=O (4-[(9S)-2,2-dioxido-3,4,6,7,8,9-hexahydropyrido[2,1-c][1,2,4]thiadiazin-9-yl]phenol), N1=CC=CC=C1 (pyridine), C([O-])([O-])=O.[Cs+].[Cs+] (cesium carbonate). The reagents and catalysts are C(C)(=O)O[Cu]OC(C)=O (diacetoxycopper). Run in CC#N (MeCN). Conditions: time 8 hour. The product is C(C)C1=CC=C(OC2=CC=C(C=C2)[C@@H]2CCCN3C2=NS(CC3)(=O)=O)C=C1 ((9S)-9-[4-(4-ethylphenoxy)phenyl]-3,4,6,7,8,9-hexahydropyrido[2,1-c][1,2,4]thiadiazine 2,2-dioxide). Isolated yield 19.2%. Reaction SMILES: [CH2:1]([C:3]1[CH:8]=[CH:7][C:6](B(O)O)=[CH:5][CH:4]=1)[CH3:2].[O:12]=[S:13]1(=[O:30])[CH2:18][CH2:17][N:16]2[CH2:19][CH2:20][CH2:21][C@@H:22]([C:23]3[CH:28]=[CH:27][C:26]([OH:29])=[CH:25][CH:24]=3)[C:15]2=[N:14]1.N1C=CC=CC=1.C(=O)([O-])[O-].[Cs+].[Cs+]>CC#N.C(O[Cu]OC(=O)C)(=O)C>[CH2:1]([C:3]1[CH:8]=[CH:7][C:6]([O:29][C:26]2[CH:25]=[CH:24][C:23]([C@H:22]3[C:15]4=[N:14][S:13](=[O:30])(=[O:12])[CH2:18][CH2:17][N:16]4[CH2:19][CH2:20][CH2:21]3)=[CH:28][CH:27]=2)=[CH:5][CH:4]=1)[CH3:2] |f:3.4.5|. Reported procedure: A mixture of (4-ethylphenyl)boronic acid (802 mg), 4-[(9S)-2,2-dioxido-3,4,6,7,8,9-hexahydropyrido[2,1-c][1,2,4]thiadiazin-9-yl]phenol (500 mg), pyridine (3.60 mL), cesium carbonate (581 mg), diacetoxycopper (648 mg), and powdered 4A MS (5.00 g) in MeCN (18 mL) was stirred at room temperature overnight. The mixture was added with NH silica gel, concentrated in vacuo, and purified by column chromatography (NH silica gel, eluted with MeOH in EtOAc) then recrystallized from EtOAc to give the title ...